Dataset: the Open Reaction Database (ORD), a public repository of structured organic reaction records. Task: describe an organic reaction: reactants, conditions, products, and yield Reactants: CN1Cc2c(C(=O)OC(C)(C)C)ncn2-c2ccsc2C1=O, O=C(O)C(F)(F)F. The product is CN1Cc2c(C(=O)O)ncn2-c2ccsc2C1=O. Reaction SMILES: [CH3:1][N:2]1[CH2:3][c:4]2[n:5]([cH:13][n:14][c:15]2[C:16](=[O:17])[O:18][C:19]([CH3:20])([CH3:21])[CH3:22])-[c:6]2[c:7]([s:10][cH:11][cH:12]2)[C:8]1=[O:9].[OH:23][C:24]([C:25]([F:26])([F:27])[F:28])=[O:29]>>[CH3:1][N:2]1[CH2:3][c:4]2[n:5]([cH:13][n:14][c:15]2[C:16](=[O:17])[OH:18])-[c:6]2[c:7]([s:10][cH:11][cH:12]2)[C:8]1=[O:9].